Dataset: the Open Reaction Database (ORD), a public repository of structured organic reaction records. Task: describe an organic reaction: reactants, conditions, products, and yield Reactants: C(C)OC(=O)[C@H]1[C@@H](C1)C1=C(C=C(C=C1)NCC1=CC(=CC=C1)OC1=CC=CC=C1)Cl ((trans)-ethyl-2-[2-chloro-4-({[3-(phenyloxy)phenyl]methyl}amino)phenyl]cyclopropanecarboxylate), [OH-].[Na+] (sodium hydroxide). The solvent is CO (methanol). The product is ClC1=C(C=CC(=C1)NCC1=CC(=CC=C1)OC1=CC=CC=C1)[C@H]1[C@@H](C1)C(=O)O ((+)-(Trans)-2-[2-chloro-4-({[3-(phenyloxy)phenyl]methyl}amino)phenyl]cyclopropanecarboxylic Acid). Yield: 86.1%. RXN SMILES: C([O:3][C:4]([C@@H:6]1[CH2:8][C@H:7]1[C:9]1[CH:14]=[CH:13][C:12]([NH:15][CH2:16][C:17]2[CH:22]=[CH:21][CH:20]=[C:19]([O:23][C:24]3[CH:29]=[CH:28][CH:27]=[CH:26][CH:25]=3)[CH:18]=2)=[CH:11][C:10]=1[Cl:30])=[O:5])C.[OH-].[Na+]>CO>[Cl:30][C:10]1[CH:11]=[C:12]([NH:15][CH2:16][C:17]2[CH:22]=[CH:21][CH:20]=[C:19]([O:23][C:24]3[CH:29]=[CH:28][CH:27]=[CH:26][CH:25]=3)[CH:18]=2)[CH:13]=[CH:14][C:9]=1[C@@H:7]1[CH2:8][C@H:6]1[C:4]([OH:5])=[O:3] |f:1.2|. Procedure details: A solution of enantiomerically enriched-(trans)-ethyl-2-[2-chloro-4-({[3-(phenyloxy)phenyl]methyl}amino)phenyl]cyclopropanecarboxylate (III-2f) (0.269 g, 0.64 mmol) and 0.75 mL of 15% aqueous sodium hydroxide in 8 mL of methanol was heated at reflux for 1.5 hours. Methanol was evaporated and the residue was dissolved in water and acidified with concentrated hydrochloric acid. The resulting suspension was extracted with dichloromethane, the organic phase was washed with water and dried over anhyd... Reactants: COc1ccc2nccc(CC(O)C3CCC(N)CO3)c2n1, O=Cc1cc2c(nn1)OCCO2. The product is COc1ccc2nccc(CC(O)C3CCC(NCc4cc5c(nn4)OCCO5)CO3)c2n1. As a reaction SMILES: [NH2:1][CH:2]1[CH2:3][CH2:4][CH:5]([CH:8]([CH2:9][c:10]2[cH:11][cH:12][n:13][c:14]3[cH:15][cH:16][c:17]([O:20][CH3:21])[n:18][c:19]23)[OH:22])[O:6][CH2:7]1.[n:23]1[n:24][c:25]([CH:33]=[O:34])[cH:26][c:27]2[c:28]1[O:29][CH2:30][CH2:31][O:32]2>>[NH:1]([CH:2]1[CH2:3][CH2:4][CH:5]([CH:8]([CH2:9][c:10]2[cH:11][cH:12][n:13][c:14]3[cH:15][cH:16][c:17]([O:20][CH3:21])[n:18][c:19]23)[OH:22])[O:6][CH2:7]1)[CH2:33][c:25]1[n:24][n:23][c:28]2[c:27]([cH:26]1)[O:32][CH2:31][CH2:30][O:29]2. The product is Cc1c2cc(C(=O)O)c(Nc3ccc(I)cc3F)c(F)c2nn1C. Starting materials: C1CCOC1, COC(=O)c1cc2c(C)n(C)nc2c(F)c1Nc1ccc(I)cc1F, [Li+], [OH-], O. RXN SMILES: [CH2:28]1[O:29][CH2:30][CH2:31][CH2:32]1.[CH3:1][O:2][C:3](=[O:4])[c:5]1[cH:6][c:7]2[c:8]([CH3:25])[n:9]([CH3:24])[n:10][c:11]2[c:12]([F:23])[c:13]1[NH:14][c:15]1[c:16]([F:22])[cH:17][c:18]([I:21])[cH:19][cH:20]1.[Li+:27].[OH-:26].[OH2:33]>>[O:2]=[C:3]([OH:4])[c:5]1[cH:6][c:7]2[c:8]([CH3:25])[n:9]([CH3:24])[n:10][c:11]2[c:12]([F:23])[c:13]1[NH:14][c:15]1[c:16]([F:22])[cH:17][c:18]([I:21])[cH:19][cH:20]1. Starting materials: NC(C#N)(C)COC1=CC=C(C=C1)Cl (2-amino-2-(4-chlorophenoxymethyl)-propionitrile), ClC1=CC=C(C=C1)CS(=O)(=O)Cl (4-chlorophenyl-methylsulfonyl chloride), N1(NCCCCCC1)C1CCCCCCC1 (diazabicyclooctane). Run in O1CCCC1 (tetrahydrofuran), C(C)(=O)OCC (ethyl acetate). The product is ClC1=CC=C(OCC(C#N)(C)S(=O)(=O)CC2=CC=C(C=C2)Cl)C=C1 (2-(4-chlorophenoxy-methyl)-2-(4-chlorophenyl-methylsulfonyl)-propionitrile). As a reaction SMILES: N[C:2]([CH2:6][O:7][C:8]1[CH:13]=[CH:12][C:11]([Cl:14])=[CH:10][CH:9]=1)([CH3:5])[C:3]#[N:4].[Cl:15][C:16]1[CH:21]=[CH:20][C:19]([CH2:22][S:23](Cl)(=[O:25])=[O:24])=[CH:18][CH:17]=1.N1(C2CCCCCCC2)CCCCCCN1>O1CCCC1.C(OCC)(=O)C>[Cl:14][C:11]1[CH:12]=[CH:13][C:8]([O:7][CH2:6][C:2]([S:23]([CH2:22][C:19]2[CH:20]=[CH:21][C:16]([Cl:15])=[CH:17][CH:18]=2)(=[O:24])=[O:25])([CH3:5])[C:3]#[N:4])=[CH:9][CH:10]=1. Procedure: A solution of 2-amino-2-(4-chlorophenoxymethyl)-propionitrile (0.5 g, 0.24 mmol), 4-chlorophenyl-methylsulfonyl chloride (0.46 g, 2.4 mmol) and diazabicyclooctane (0.6 g, 2.4 mmol) in anhydrous tetrahydrofuran (20 ml) is stirred for about 16 hours. The reaction mixture is diluted with ethyl acetate and washed with brine. The organic phase is dried over magnesium sulfate and the raw product received as the residue is purified by flash chromato-graphy (eluent: ethyl acetate/hexanes 1:3) to give th... Isolated yield 66.9%. Run at temperature 115 celsius. The product is C(C)OP(=O)(CC(CC(=O)OCC)=O)OCC (4-(Diethoxyphosphinyl)-3-oxobutanoic acid, ethyl ester). Starting materials: C(C)OP(=O)(CC(CC(=O)OCC)=O)C#CC=1N(C2=CC=CC=C2C1C(C)C)C1=CC=C(C=C1)F (4-[Ethoxy[[1-(4-fluorophenyl)-3-(1-methylethyl)-1H-indol-2-yl]ethynyl]-phosphinyl]-3-oxobutanoic acid, ethyl ester), P(OCC)(OCC)OCC ((EtO)3P). Reaction SMILES: [CH2:1]([O:3][P:4](C#CC1N(C2C=CC(F)=CC=2)C2C(C=1C(C)C)=CC=CC=2)([CH2:6][C:7](=[O:14])[CH2:8][C:9]([O:11][CH2:12][CH3:13])=[O:10])=[O:5])[CH3:2].P(OCC)(OCC)[O:37][CH2:38][CH3:39]>>[CH2:38]([O:37][P:4]([O:3][CH2:1][CH3:2])([CH2:6][C:7](=[O:14])[CH2:8][C:9]([O:11][CH2:12][CH3:13])=[O:10])=[O:5])[CH3:39]. Reported procedure: The title A compound of Example 3 (41.0 g, 0.174 mol) was dissolved in (EtO)3P (150 mL, 0.87 mol) and heated at 115° C. (bath temperature) for 18 hours and then cooled to room temperature. The excess (EtO)3P was distilled off at reduced pressure (1 mm Hg, 45° C. bath temperature). The resulting brown residue was purified by chromatography on silica gel, isopropanol:hexane (1:9), to give the title compound as a pale yellow liquid (31 g, 67%). The reactants are N[C@H]1CN(C[C@@H]1O)C1=C(C=C(C(=O)NC2=CC=C(C=C2)OC(F)(F)Cl)C=C1)Br (4-((3S,4S)-3-Amino-4-hydroxypyrrolidin-1-yl)-3-bromo-N-(4-(chlorodifluoromethoxy)phenyl)benzamide), FC=1C=NC=C(C1)B1OC(C)(C)C(C)(C)O1 (3-fluoropyridine-5-boronic acid pinacol ester), C(=O)([O-])[O-].[Na+].[Na+] (Na2CO3), COCCOC (DME), PdCl2(dppf)-(CH2Cl2). Solvent: C(Cl)Cl.CCCCCC (DCM n-hexane), C(Cl)Cl.CCCCCC (DCM n-hexane). Reaction conditions: temperature 80 celsius, time 1.5 hour. Product: N[C@H]1CN(C[C@@H]1O)C1=C(C=C(C(=O)NC2=CC=C(C=C2)OC(F)(F)Cl)C=C1)C=1C=NC=C(C1)F (4-((3S,4S)-3-Amino-4-hydroxypyrrolidin-1-yl)-N-(4-(chlorodifluoromethoxy)phenyl)-3-(5-fluoropyridin-3-yl)benzamide). RXN SMILES: [NH2:1][C@@H:2]1[C@@H:6]([OH:7])[CH2:5][N:4]([C:8]2[CH:27]=[CH:26][C:11]([C:12]([NH:14][C:15]3[CH:20]=[CH:19][C:18]([O:21][C:22]([Cl:25])([F:24])[F:23])=[CH:17][CH:16]=3)=[O:13])=[CH:10][C:9]=2Br)[CH2:3]1.[F:29][C:30]1[CH:31]=[N:32][CH:33]=[C:34](B2OC(C)(C)C(C)(C)O2)[CH:35]=1.C([O-])([O-])=O.[Na+].[Na+].COCCOC>C(Cl)Cl.CCCCCC>[NH2:1][C@@H:2]1[C@@H:6]([OH:7])[CH2:5][N:4]([C:8]2[CH:27]=[CH:26][C:11]([C:12]([NH:14][C:15]3[CH:20]=[CH:19][C:18]([O:21][C:22]([Cl:25])([F:24])[F:23])=[CH:17][CH:16]=3)=[O:13])=[CH:10][C:9]=2[C:34]2[CH:33]=[N:32][CH:31]=[C:30]([F:29])[CH:35]=2)[CH2:3]1 |f:2.3.4,6.7|. Reported procedure: 4-((3S,4S)-3-Amino-4-hydroxypyrrolidin-1-yl)-3-bromo-N-(4-(chlorodifluoromethoxy)phenyl)benzamide (Stage 245.1, 60 mg, 0.122 mmol), 3-fluoropyridine-5-boronic acid pinacol ester and Na2CO3 (0.183 mL, 0.366 mmol) were added to a vial containing DME (1 mL) under an argon atmosphere. PdCl2(dppf)-(CH2Cl2) (5.98 mg, 7.33 μmol) was added and the RM was stirred at 80° C. for 1.5 h. The RM was filtered through Hyflo® and the solvent was evaporated off under reduced pressure to give the crude product whi... Starting materials: CC1(C2=C(NC(O1)=O)C=CC(=C2)C2=CC(=CC=C2)C#C[Si](C)(C)C)C (4,4-dimethyl-6-(3-trimethylsilanylethynyl-phenyl)-1,4-dihydro-benzo[d][1,3]oxazin-2-one), C([O-])([O-])=O.[K+].[K+] (potassium carbonate), ice water. Run in CO (methanol). Conditions: time 4 hour. Product: C(#C)C=1C=C(C=CC1)C1=CC2=C(NC(OC2(C)C)=O)C=C1 (6-(3-Ethynyl-phenyl)-4,4-dimethyl-1,4-dihydro-benzo[d][1,3]oxazin-2-one), solid. The yield is 72.0%. As a reaction SMILES: [CH3:1][C:2]1([CH3:25])[O:7][C:6](=[O:8])[NH:5][C:4]2[CH:9]=[CH:10][C:11]([C:13]3[CH:18]=[CH:17][CH:16]=[C:15]([C:19]#[C:20][Si](C)(C)C)[CH:14]=3)=[CH:12][C:3]1=2.C(=O)([O-])[O-].[K+].[K+]>CO>[C:19]([C:15]1[CH:14]=[C:13]([C:11]2[CH:10]=[CH:9][C:4]3[NH:5][C:6](=[O:8])[O:7][C:2]([CH3:25])([CH3:1])[C:3]=3[CH:12]=2)[CH:18]=[CH:17][CH:16]=1)#[CH:20] |f:1.2.3|. Procedure: A mixture of 4,4-dimethyl-6-(3-trimethylsilanylethynyl-phenyl)-1,4-dihydro-benzo[d][1,3]oxazin-2-one (0.7 g, 2 mmol) and potassium carbonate (2 g, excess) in anhydrous methanol was stirred at rt under nitrogen for 4 hours. The mixture was treated with ice-water (100 mL) and extracted with ethyl acetate (2×80 mL). The organic layers were washed with brine and dried with MgSO4. The solvent was removed and the title compound was obtained as a off-white solid (0.4 g, 72%): mp 171-172° C. 1H-NMR (DMS... The reactants are C(C)(C)(C)OC(=O)N[C@@H](CCSC)C(=O)O (N-tert-butoxycarbonyl-L-methionine), ClC=1C=C(N)C=CC1 (3-chloroaniline). Yields the product ClC=1C=C(C=CC1)NC([C@@H](NC(=O)OC(C)(C)C)CCSC)=O (N-tert-Butoxycarbonyl-L-Methionine N-3-Chlorophenyl Amide). As a reaction SMILES: [C:1]([O:5][C:6]([NH:8][C@H:9]([C:14]([OH:16])=O)[CH2:10][CH2:11][S:12][CH3:13])=[O:7])([CH3:4])([CH3:3])[CH3:2].[Cl:17][C:18]1[CH:19]=[C:20]([CH:22]=[CH:23][CH:24]=1)[NH2:21]>>[Cl:17][C:18]1[CH:19]=[C:20]([NH:21][C:14](=[O:16])[C@H:9]([CH2:10][CH2:11][S:12][CH3:13])[NH:8][C:6]([O:5][C:1]([CH3:2])([CH3:3])[CH3:4])=[O:7])[CH:22]=[CH:23][CH:24]=1. Reported procedure: Coupling of N-tert-butoxycarbonyl-L-methionine (1a) and 3-chloroaniline (2c) according to General Procedure A, gave after purification on a SILICA GEL column hexane-acetone (3:1) an oily liquid of (3c) (C16H23N2O3S1Cl1, 94%), Rf=0.40 (hexane-acetone 3:1), [α]D23 =-36.8° (c 1.44, CHCl3), IR (KBr) ν: 440, 461, 519, 548, 606, 681, 739, 777, 864, 880, 903, 963, 999, 1026, 1049, 1076, 1099, 1165, 1252, 1267, 1300, 1368, 1393, 1427, 1456, 1483, 1506, 1522, 1539, 1595, 1670, 1684, 1697, 2336, 2361, 286... The reactants are [OH-].[Na+] (sodium hydroxide), C1CCC(CC1)[C@@H](C(=O)O)N ((S)-Cyclohexylglycine), CC=1OC(C(N1)=CC1=CC=C(C#N)C=C1)=O (4-(2-methyl-5-oxooxazol-4-ylidenemethyl)benzonitrile). Solvent: CC(=O)C (acetone). Reaction conditions: temperature 35 celsius, time 15 minute. Product: C(C)(=O)NC(C(=O)N[C@H](C(=O)O)C1CCCCC1)=CC1=CC=C(C=C1)C#N ((S)-2-[2-Acetylamino-3-(4-cyanophenyl)acryloylamino]-2-cyclohexylacetic acid). RXN SMILES: [CH2:1]1[CH2:6][CH2:5][CH:4]([C@H:7]([NH2:11])[C:8]([OH:10])=[O:9])[CH2:3][CH2:2]1.[OH-].[Na+].[CH3:14][C:15]1[O:16][C:17](=[O:29])[C:18](=[CH:20][C:21]2[CH:28]=[CH:27][C:24]([C:25]#[N:26])=[CH:23][CH:22]=2)[N:19]=1>CC(C)=O>[C:15]([NH:19][C:18](=[CH:20][C:21]1[CH:22]=[CH:23][C:24]([C:25]#[N:26])=[CH:27][CH:28]=1)[C:17]([NH:11][C@@H:7]([CH:4]1[CH2:3][CH2:2][CH2:1][CH2:6][CH2:5]1)[C:8]([OH:10])=[O:9])=[O:29])(=[O:16])[CH3:14] |f:1.2|. Procedure details: (S)-Cyclohexylglycine (3.14 kg, 20 mol) in acetone (70 l) was heated with stirring at 35° C. With stirring, 1 N aqueous sodium hydroxide solution (20 l) was then added over a period of 10 min. The mixture was heated to 40° C., and at an internal temperature of 40° C., solid 4-(2-methyl-5-oxooxazol-4-ylidenemethyl)benzonitrile (4.66 kg, 22 mol) was metered in in portions, with vigorous stirring, over 20 min. After the addition had been ended, the reaction mixture was stirred at an internal temper... Reactants: COC1=C(C2=C[N+]3=C(C=C2C=C1)C4=CC5=C(C=C4CC3)OCO5)OC.[Cl-] (berberine hydrochloride), C1(=CC=CC=C1)[Mg]Cl (phenylmagnesium chloride). Run in C(C)OCC (diethyl ether). Run at temperature 0 celsius, time 10 minute. Product: COC1=C(C=CC=2C=C3N(CCC4=CC5=C(C=C34)OCO5)C(C12)C1=CC=CC=C1)OC (9,10-dimethoxy-8-phenyl-5,8-dihydro-6H-[1,3]dioxolo[4,5-g]isoquino[3,2-a]isoquinoline). Isolated yield 67.2%. Reaction SMILES: [CH3:1][O:2][C:3]1[CH:12]=[CH:11][C:10]2[C:5](=[CH:6][N+:7]3[CH2:20][CH2:19][C:18]4[C:13](=[CH:14][C:15]5[O:23][CH2:22][O:21][C:16]=5[CH:17]=4)[C:8]=3[CH:9]=2)[C:4]=1[O:24][CH3:25].[Cl-].[C:27]1([Mg]Cl)[CH:32]=[CH:31][CH:30]=[CH:29][CH:28]=1>C(OCC)C>[CH3:25][O:24][C:4]1[C:5]2[CH:6]([C:27]3[CH:32]=[CH:31][CH:30]=[CH:29][CH:28]=3)[N:7]3[CH2:20][CH2:19][C:18]4[C:13]([C:8]3=[CH:9][C:10]=2[CH:11]=[CH:12][C:3]=1[O:2][CH3:1])=[CH:14][C:15]1[O:23][CH2:22][O:21][C:16]=1[CH:17]=4 |f:0.1|. Procedure details: To a suspension of berberine hydrochloride (400 mg, 1.08 mmol) in anhydrous diethyl ether (50 mL) at 0° C. was added phenylmagnesium chloride solution (2.8 mL, 2.7 mmol) dropwise. After stirring at 0° C. for 10 min, the reaction was quenched by adding saturated aqueous ammonium chloride solution (20 mL). The mixture was extracted with diethyl ether (2×50 mL), washed with brine, dried over anhydrous sodium sulfate and concentrated in vacuo. The residue was re-crystallized from diethyl ether to af...